This data is from the Open Reaction Database (ORD), a public repository of structured organic reaction records. The task is: describe an organic reaction: reactants, conditions, products, and yield Reactants: OS(=O)(=O)[O-].[Na+] (NaHSO4), ice, C=1C=CC(=CC1)CC[C@@H](CC[C@H]2[C@@H](C[C@@H]([C@@H]2C/C=C\CCCC(=O)O)O)O)O (Latanoprost Acid), C(C)(C)I (isopropyl iodide), C([O-])([O-])=O.[Cs+].[Cs+] (cesium carbonate). Run in CCOCC (ether), CN(C)C=O (DMF). Reaction conditions: temperature 45 celsius, time 2.5 hour. Yields the product CC(C)OC(=O)CCC/C=C\C[C@H]1[C@H](C[C@H]([C@@H]1CC[C@H](CCC=2C=CC=CC2)O)O)O (Latanoprost). Reaction SMILES: [CH:1]1[CH:2]=[CH:3][C:4]([CH2:7][CH2:8][C@H:9]([OH:28])[CH2:10][CH2:11][C@@H:12]2[C@@H:16]([CH2:17]/[CH:18]=[CH:19]\[CH2:20][CH2:21][CH2:22][C:23]([OH:25])=[O:24])[C@@H:15]([OH:26])[CH2:14][C@H:13]2[OH:27])=[CH:5][CH:6]=1.[CH:29](I)([CH3:31])[CH3:30].C(=O)([O-])[O-].[Cs+].[Cs+].OS([O-])(=O)=O.[Na+]>CCOCC.CN(C=O)C>[CH3:30][CH:29]([O:24][C:23]([CH2:22][CH2:21][CH2:20]/[CH:19]=[CH:18]\[CH2:17][C@@H:16]1[C@@H:12]([CH2:11][CH2:10][C@@H:9]([OH:28])[CH2:8][CH2:7][C:4]2[CH:3]=[CH:2][CH:1]=[CH:6][CH:5]=2)[C@H:13]([OH:27])[CH2:14][C@@H:15]1[OH:26])=[O:25])[CH3:31] |f:2.3.4,5.6|. Reported procedure: A mixture of Latanoprost acid [13b] (0.95 g, 2.4 mmol), isopropyl iodide (0.83 g, 4.8 mmol), cesium carbonate (1.20 g, 3.6 mmol) and DMF (20 mL) was stirred for 2-3 hours at 40-50° C. (TMC monitoring) and poured into a stirred mixture of 2 M aqueous NaHSO4 (2.5 mL, 5 mmol), ice (50 mL) and ether (50 mL). The organic layer was separated and the water phase was extracted with ether (2×50 mL). The combined organic layers were washed with brine (50 mL), dried over sodium sulfate, filtered and evapor... Starting materials: C(C)(C)C1=C2C(N(S(=O)(=O)C2=CC(=C1)O)CSC1=CC=CC=C1)=O (4-isopropyl-6-hydroxy-2-phenylthiomethylsaccharin), CCOC(=O)/N=N/C(=O)OCC (diethylazodicarboxylate), C1(=CC=CC=C1)P(C1=CC=CC=C1)C1=CC=CC=C1 (triphenylphosphine), C(C)(C)[Si](OCCO)(C(C)C)C(C)C (2-(triisopropylsilyloxy) ethanol). Solvent: C1CCOC1 (THF). Reaction conditions: time 16 hour. Yields the product C(C)(C)C1=C2C(N(S(=O)(=O)C2=CC(=C1)OCCO[Si](C(C)C)(C(C)C)C(C)C)CSC1=CC=CC=C1)=O (4-isopropyl-6-[2-(triisopropylsilyloxy)ethoxy]-2-phenylthiomethylsaccharin). Isolated yield 86.0%. RXN SMILES: [CH:1]([C:4]1[CH:14]=[C:13]([OH:15])[CH:12]=[C:11]2[C:5]=1[C:6](=[O:24])[N:7]([CH2:16][S:17][C:18]1[CH:23]=[CH:22][CH:21]=[CH:20][CH:19]=1)[S:8]2(=[O:10])=[O:9])([CH3:3])[CH3:2].C1(P(C2C=CC=CC=2)C2C=CC=CC=2)C=CC=CC=1.[CH:44]([Si:47]([CH:55]([CH3:57])[CH3:56])([CH:52]([CH3:54])[CH3:53])[O:48][CH2:49][CH2:50]O)([CH3:46])[CH3:45].CCOC(/N=N/C(OCC)=O)=O>C1COCC1>[CH:1]([C:4]1[CH:14]=[C:13]([O:15][CH2:50][CH2:49][O:48][Si:47]([CH:52]([CH3:53])[CH3:54])([CH:44]([CH3:46])[CH3:45])[CH:55]([CH3:56])[CH3:57])[CH:12]=[C:11]2[C:5]=1[C:6](=[O:24])[N:7]([CH2:16][S:17][C:18]1[CH:19]=[CH:20][CH:21]=[CH:22][CH:23]=1)[S:8]2(=[O:10])=[O:9])([CH3:3])[CH3:2]. Reported procedure: To a solution of 4-isopropyl-6-hydroxy-2-phenylthiomethylsaccharin.(2.0 g, 5.509 mmol) in THF (35 mL) containing triphenylphosphine (1.59 g, 6.06mmol) and 2-(triisopropylsilyloxy) ethanol (1.13 g, 6.0 mmol) at room temperature was added diethylazodicarboxylate (1.04 mL, 6.6 mmol). The mixture was stirred overnight (16 hours), the solvent was removed in vacuo and the residue was purified by column chromatography on silica eluting with 10% ethyl acetate/hexane to afford 2.66 g (86%)of 4-isopropyl-... The reactants are OCCC=1C=C(C(=O)OCC)C=CC1 (Ethyl 3-(2-hydroxyethyl)benzoate), ClCCl (dichloromethane), CCN(C(C)C)C(C)C (DIPEA), CS(=O)(=O)Cl (methanesulfonyl chloride). The solvent is O (Water). Run at time 1.5 hour. Product: CS(=O)(=O)OCCC=1C=C(C(=O)OCC)C=CC1 (ethyl 3-{2-[(methylsulfonyl)oxy]ethyl}benzoate). Isolated yield 96.9%. Reaction SMILES: [OH:1][CH2:2][CH2:3][C:4]1[CH:5]=[C:6]([CH:12]=[CH:13][CH:14]=1)[C:7]([O:9][CH2:10][CH3:11])=[O:8].ClCCl.CCN(C(C)C)C(C)C.[CH3:27][S:28](Cl)(=[O:30])=[O:29]>O>[CH3:27][S:28]([O:1][CH2:2][CH2:3][C:4]1[CH:5]=[C:6]([CH:12]=[CH:13][CH:14]=1)[C:7]([O:9][CH2:10][CH3:11])=[O:8])(=[O:30])=[O:29]. Procedure details: Ethyl 3-(2-hydroxyethyl)benzoate (824 mg) was mixed with dichloromethane (10 ml), DIPEA (1.5 ml) was added thereto, and methanesulfonyl chloride (972 mg) was added dropwise thereto at 0° C., followed by stirring for 1.5 hours while slowly warming to room temperature. Water was added to the reaction mixture, followed by stirring for 10 minutes, and then the organic layer was washed with water and saturated brine, dried over Na2SO4, and then concentrated under reduced pressure. The residue was pur... The reactants are [H][H], COc1nc(N)cc(Cl)n1, [Pd]. Yields the product COc1nccc(N)n1. RXN SMILES: [H:11][H:12].[NH2:1][c:2]1[n:3][c:4]([O:9][CH3:10])[n:5][c:6]([Cl:8])[cH:7]1.[Pd:13]>>[NH2:1][c:2]1[n:3][c:4]([O:9][CH3:10])[n:5][cH:6][cH:7]1. Reactants: Cl2Pd(AmPhos), CN1N=CC=C1C1=C(C=CC(=C1)C(F)(F)F)B1OC(C(O1)(C)C)(C)C (1-methyl-5-(2-(4,4,5,5-tetramethyl-1,3,2-dioxaborolan-2-yl)-5-(trifluoromethyl)phenyl)-1H-pyrazole), CN1N=CC=C1C1=C(C=CC(=C1)C(F)(F)F)B1OC(C(O1)(C)C)(C)C (1-methyl-5-(2-(4,4,5,5-tetramethyl-1,3,2-dioxaborolan-2-yl)-5-(trifluoromethyl)phenyl)-1H-pyrazole), BrC1=C2CCN(CC2=CC=C1)S(=O)(=O)NC=1SC=CN1 (5-bromo-N-(thiazol-2-yl)-3,4-dihydroisoquinoline-2(1H)-sulfonamide), P(=O)([O-])([O-])[O-].[K+].[K+].[K+] (potassium phosphate). Run in CCOC(=O)C (EtOAc), O1CCOCC1 (dioxane), O (water). Product: CN1N=CC=C1C1=C(C=CC(=C1)C(F)(F)F)C1=C2CCN(CC2=CC=C1)S(=O)(=O)NC=1SC=CN1 (5-(2-(1-methyl-1H-pyrazol-5-yl)-4-(trifluoromethyl)phenyl)-N-(thiazol-2-yl)-3,4-dihydroisoquinoline-2(1H)-sulfonamide). The yield is 31.8%. Reaction SMILES: [CH3:1][N:2]1[C:6]([C:7]2[CH:12]=[C:11]([C:13]([F:16])([F:15])[F:14])[CH:10]=[CH:9][C:8]=2B2OC(C)(C)C(C)(C)O2)=[CH:5][CH:4]=[N:3]1.Br[C:27]1[CH:36]=[CH:35][CH:34]=[C:33]2[C:28]=1[CH2:29][CH2:30][N:31]([S:37]([NH:40][C:41]1[S:42][CH:43]=[CH:44][N:45]=1)(=[O:39])=[O:38])[CH2:32]2.P([O-])([O-])([O-])=O.[K+].[K+].[K+]>O1CCOCC1.O.CCOC(C)=O>[CH3:1][N:2]1[C:6]([C:7]2[CH:12]=[C:11]([C:13]([F:14])([F:15])[F:16])[CH:10]=[CH:9][C:8]=2[C:27]2[CH:36]=[CH:35][CH:34]=[C:33]3[C:28]=2[CH2:29][CH2:30][N:31]([S:37]([NH:40][C:41]2[S:42][CH:43]=[CH:44][N:45]=2)(=[O:39])=[O:38])[CH2:32]3)=[CH:5][CH:4]=[N:3]1 |f:2.3.4.5|. Reported procedure: A solution of Cl2Pd(AmPhos) (Sigma-Aldrich, St. Louis, Mo., 0.023 g, 0.032 mmol), 1-methyl-5-(2-(4,4,5,5-tetramethyl-1,3,2-dioxaborolan-2-yl)-5-(trifluoromethyl)phenyl)-1H-pyrazole (Intermediate O, 0.169 g, 0.481 mmol), 5-bromo-N-(thiazol-2-yl)-3,4-dihydroisoquinoline-2(1H)-sulfonamide (0.120 g, 0.321 mmol), and potassium phosphate (0.272 g, 1.282 mmol) in 2.5 mL dioxane, 1.0 mL water was heated to 100° C. 4 hours. The reaction mixture was diluted with EtOAc and washed with 1 N citric acid solut... As a reaction SMILES: Br[C:2]1[CH:11]=[C:10]2[C:5]([CH:6]=[CH:7][N:8]([CH2:13][CH2:14][OH:15])[C:9]2=[O:12])=[CH:4][CH:3]=1.[N:16]1([C:22]([O:24][C:25]([CH3:28])([CH3:27])[CH3:26])=[O:23])[CH2:21][CH2:20][NH:19][CH2:18][CH2:17]1.COC1C=CC=C(OC)C=1C1C=CC=CC=1P(C1CCCCC1)C1CCCCC1.CC([O-])(C)C.[K+]>C1(C)C=CC=CC=1.C1C=CC(/C=C/C(/C=C/C2C=CC=CC=2)=O)=CC=1.C1C=CC(/C=C/C(/C=C/C2C=CC=CC=2)=O)=CC=1.C1C=CC(/C=C/C(/C=C/C2C=CC=CC=2)=O)=CC=1.[Pd].[Pd]>[C:25]([O:24][C:22]([N:16]1[CH2:21][CH2:20][N:19]([C:2]2[CH:11]=[C:10]3[C:5]([CH:6]=[CH:7][N:8]([CH2:13][CH2:14][OH:15])[C:9]3=[O:12])=[CH:4][CH:3]=2)[CH2:18][CH2:17]1)=[O:23])([CH3:28])([CH3:26])[CH3:27] |f:3.4,6.7.8.9.10|. Isolated yield 64.3%. Product: C(C)(C)(C)OC(=O)N1CCN(CC1)C1=CC=C2C=CN(C(C2=C1)=O)CCO (4-[2-(2-hydroxy-ethyl)-1-oxo-1,2-dihydro-isoquinolin-7-yl]piperazine-1-carboxylic acid tert-butyl ester). Procedure details: A solution of compound 6 (6.8 g, 25.4 mmol), tert-butyl piperazine-1-carboxylate (5.68 g, 30.5 mmol), Pd2(dba)3 (775 mg, 0.85 mmol), S-Phos (1.16 g) and t-BuOK (5.7 g, 50.8 mmol) in toluene (100 mL) was heated to 90° C. under nitrogen overnight. Then the mixture was cooled to room temperature and filtered. The filtrate was concentrated, the residue was dissolved in methylene chloride, washed with water, dried (sodium sulfate), concentrated and purified by flash column chromatography (silica gel)... Reagents/catalysts: C=1C=CC(=CC1)/C=C/C(=O)/C=C/C2=CC=CC=C2.C=1C=CC(=CC1)/C=C/C(=O)/C=C/C2=CC=CC=C2.C=1C=CC(=CC1)/C=C/C(=O)/C=C/C2=CC=CC=C2.[Pd].[Pd] (Pd2(dba)3). Reactants: BrC1=CC=C2C=CN(C(C2=C1)=O)CCO (7-bromo-2-(2-hydroxyethyl)-isoquinolin-1-one), N1(CCNCC1)C(=O)OC(C)(C)C (tert-butyl piperazine-1-carboxylate), COC=1C=CC=C(C1C=2C=CC=CC2P(C3CCCCC3)C4CCCCC4)OC (S-Phos), CC(C)(C)[O-].[K+] (t-BuOK). The solvent is C1(=CC=CC=C1)C (toluene). Reactants: NC1=C(C#N)C=C(C=C1)[N+](=O)[O-] (2-amino-5-nitrobenzonitrile), COC(N(C)C)OC (dimethoxy-N,N-dimethylmethanamine). Run at temperature 100 celsius. The product is C(#N)C1=C(C=CC(=C1)[N+](=O)[O-])N=CN(C)C (N′-(2-cyano-4-nitrophenyl)-N,N-dimethylformamidine). Isolated yield 87.2%. As a reaction SMILES: [NH2:1][C:2]1[CH:9]=[CH:8][C:7]([N+:10]([O-:12])=[O:11])=[CH:6][C:3]=1[C:4]#[N:5].CO[CH:15](OC)[N:16]([CH3:18])[CH3:17]>>[C:4]([C:3]1[CH:6]=[C:7]([N+:10]([O-:12])=[O:11])[CH:8]=[CH:9][C:2]=1[N:1]=[CH:15][N:16]([CH3:18])[CH3:17])#[N:5]. Procedure details: A mixture of 2-amino-5-nitrobenzonitrile (30.0 g, 184 mmol) and dimethoxy-N,N-dimethylmethanamine (29.6 mL, 223 mmol) was heated to 100° C. for 2 hours. The reaction mixture was concentrated under reduced pressure and dissolved in dichloromethane. The solution was run through a silica plug washing the plug with ethyl acetate. The filtrate was concentrated under reduced pressure, stirred with ether and filtered to provide the product (35.0 g, 87%) as yellow solid. Starting materials: C(C1=CC=CC=C1)(C1=CC=CC=C1)N1CC(C1)N1CCN(CC1)C(C(F)(F)F)=O (1-[4-(1-Benzhydryl-azetidin-3-yl)-piperazin-1-yl]-2,2,2-trifluoro-ethanone), ClC(=O)OC(C)Cl (1-chloroethyl chloroformate), CCOCC (Et2O), CO (MeOH). Solvent: C(Cl)Cl (CH2Cl2). Run at temperature 0 celsius, time 90 minute. The product is N1CC(C1)N1CCN(CC1)C(C(F)(F)F)=O (1-(4-Azetidin-3-yl-piperazin-1-yl)-2,2,2-trifluoro-ethanone). Reaction SMILES: C([N:14]1[CH2:17][CH:16]([N:18]2[CH2:23][CH2:22][N:21]([C:24](=[O:29])[C:25]([F:28])([F:27])[F:26])[CH2:20][CH2:19]2)[CH2:15]1)(C1C=CC=CC=1)C1C=CC=CC=1.ClC(OC(Cl)C)=O.CO.CCOCC>C(Cl)Cl>[NH:14]1[CH2:15][CH:16]([N:18]2[CH2:19][CH2:20][N:21]([C:24](=[O:29])[C:25]([F:26])([F:27])[F:28])[CH2:22][CH2:23]2)[CH2:17]1. Procedure: To a solution of compound 1f (2.11 g, 5.23 mmol) in CH2Cl2 (60 mL) was added 1-chloroethyl chloroformate (2.0 mL, 18.35 mmol) at 0° C. under N2. The mixture was stirred at 0° C. for 90 min and then MeOH (4 mL) was added. The mixture was refluxed for 1 h. Upon cooling, Et2O (50 mL) was added to the mixture. The resulting solid was collected by filtration and dried. The crude compound 1g was used in the next reaction without further purification. MS m/z (M+H+) 238.1. Starting materials: O=C([O-])[O-], CCOC(=O)C(C)Oc1cc(Cl)nc(SCc2cccc(F)c2F)n1, CCOC(C)=O, CCCC(C)C, CC(C)c1cc(C(C)C)c(-c2ccccc2P(C2CCCCC2)C2CCCCC2)c(C(C)C)c1, [Cs+], [Cs+], NS(=O)(=O)N1CCC1, O=C(C=Cc1ccccc1)C=Cc1ccccc1, O=C(C=Cc1ccccc1)C=Cc1ccccc1, C1COCCO1, O=C(C=Cc1ccccc1)C=Cc1ccccc1, [Pd], [Pd]. Yields the product CCOC(=O)C(C)Oc1cc(NS(=O)(=O)N2CCC2)nc(SCc2cccc(F)c2F)n1. Reaction SMILES: [C:43](=[O:44])([O-:45])[O-:46].[CH2:49]([CH3:50])[O:51][C:52]([CH:53]([CH3:54])[O:55][c:56]1[n:57][c:58]([S:63][CH2:64][c:65]2[c:66]([F:72])[c:67]([F:71])[cH:68][cH:69][cH:70]2)[n:59][c:60]([Cl:62])[cH:61]1)=[O:73].[CH3:74][CH2:75][O:76][C:77]([CH3:78])=[O:79].[CH3:80][CH2:81][CH2:82][CH:83]([CH3:84])[CH3:85].[CH:9]1([P:10]([CH:11]2[CH2:12][CH2:13][CH2:14][CH2:15][CH2:16]2)[c:17]2[cH:18][cH:19][cH:20][cH:21][c:22]2-[c:23]2[c:24]([CH:25]([CH3:26])[CH3:27])[cH:28][c:29]([CH:30]([CH3:31])[CH3:32])[cH:33][c:34]2[CH:35]([CH3:36])[CH3:37])[CH2:38][CH2:39][CH2:40][CH2:41][CH2:42]1.[Cs+:47].[Cs+:48].[N:1]1([S:5](=[O:6])(=[O:7])[NH2:8])[CH2:2][CH2:3][CH2:4]1.[O:106]=[C:107]([CH:108]=[CH:109][c:110]1[cH:111][cH:112][cH:113][cH:114][cH:115]1)[CH:116]=[CH:117][c:118]1[cH:119][cH:120][cH:121][cH:122][cH:123]1.[O:124]=[C:125]([CH:126]=[CH:127][c:128]1[cH:129][cH:130][cH:131][cH:132][cH:133]1)[CH:134]=[CH:135][c:136]1[cH:137][cH:138][cH:139][cH:140][cH:141]1.[O:142]1[CH2:143][CH2:144][O:145][CH2:146][CH2:147]1.[O:88]=[C:89]([CH:90]=[CH:91][c:92]1[cH:93][cH:94][cH:95][cH:96][cH:97]1)[CH:98]=[CH:99][c:100]1[cH:101][cH:102][cH:103][cH:104][cH:105]1.[Pd:86].[Pd:87]>>[N:1]1([S:5](=[O:6])(=[O:7])[NH:8][c:60]2[n:59][c:58]([S:63][CH2:64][c:65]3[c:66]([F:72])[c:67]([F:71])[cH:68][cH:69][cH:70]3)[n:57][c:56]([O:55][CH:53]([C:52]([O:51][CH2:49][CH3:50])=[O:73])[CH3:54])[cH:61]2)[CH2:2][CH2:3][CH2:4]1.